This data is from the Open Reaction Database (ORD), a public repository of structured organic reaction records. The task is: describe an organic reaction: reactants, conditions, products, and yield Starting materials: CC(=O)c1ccc(OC(C)C(=O)O)cc1, CC(=O)O, NO, [Na+], [Na+], O=C([O-])[O-], O, O=S(=O)(O)O, O=S(=O)(O)O. Product: CC(=O)Nc1ccc(OC(C)C(=O)O)cc1. Reaction SMILES: [C:1](=[O:2])([CH3:3])[c:4]1[cH:5][cH:6][c:7]([O:8][CH:9]([C:10](=[O:11])[OH:12])[CH3:13])[cH:14][cH:15]1.[CH3:34][C:35]([OH:36])=[O:37].[NH2:21][OH:22].[Na+:28].[Na+:29].[O-:30][C:31](=[O:32])[O-:33].[OH2:38].[S:16]([OH:17])([OH:18])(=[O:19])=[O:20].[S:23](=[O:24])(=[O:25])([OH:26])[OH:27]>>[c:4]1([NH:21][C:35]([CH3:34])=[O:37])[cH:5][cH:6][c:7]([O:8][CH:9]([C:10](=[O:11])[OH:12])[CH3:13])[cH:14][cH:15]1. Starting materials: COC(C1=C(C=CC=C1)C)=O (methyl-2-methylbenzoate), BrN1C(CCC1=O)=O (N-bromosuccinimide), C(=O)(O)[O-].[Na+] (NaHCO3), COC(C)(C)C (t-butyl methyl ether). Solvent: C(Cl)(Cl)(Cl)Cl (carbon tetrachloride). Product: COC1=CC2=C(C=C1)OCO2 (1-Methoxy-3,4methylenedioxybenzene). Reaction SMILES: COC(=O)[C:4]1[CH:9]=[CH:8][CH:7]=[CH:6][C:5]=1C.BrN1[C:17](=[O:18])CCC1=O.COC(C)(C)C.[C:26]([O-:29])(O)=[O:27].[Na+]>C(Cl)(Cl)(Cl)Cl>[CH3:17][O:18][C:8]1[CH:7]=[CH:6][C:5]2[O:27][CH2:26][O:29][C:4]=2[CH:9]=1 |f:3.4|. Procedure: To a solution of methyl-2-methylbenzoate (3.00 g, 20.0 mmol) in carbon tetrachloride (15 ml) was added N-bromosuccinimide (3.55 g. 20.00 mmol). The reaction was allowed to stir at reflux for 3 h. The mixture was cooled and then partioned between t-butyl methyl ether and 5% NaHCO3. The combined organic extracts (×3) were washed with water, brine, and dried (MgSO4). Removal of the solvent under reduced pressure afforded the title compound as a white solid (4.60 g, quantitative yield). 1H NMR (400 ... The solvent is CO (methanol). Reagents/catalysts: [Ni] (Raney-nickel). The yield is 68.8%. The product is N1(CCCC1)S(=O)(=O)C1=C(C=CC=C1)CN (1-[2-(pyrrolidin-1-ylsulfonyl)phenyl]methanamine). Starting materials: N1(CCCC1)S(=O)(=O)C1=C(C#N)C=CC=C1 (2-(pyrrolidin-1-ylsulfonyl)benzonitrile). Procedure: (Step 2) A solution of 2-(pyrrolidin-1-ylsulfonyl)benzonitrile obtained in Step 1 (0.1 g) and Raney-nickel (5 mg) in methanol (2.2 ml) was stirred at room temperature for 19 hr under a hydrogen atmosphere (50 psi). The reaction mixture was filtered through celite, and concentrated under reduced pressure. The residue was purified by silica gel column chromatography (ethyl acetate→ethyl acetate:methanol=5:1) to give 1-[2-(pyrrolidin-1-ylsulfonyl)phenyl]methanamine (70 mg). As a reaction SMILES: [N:1]1([S:6]([C:9]2[CH:16]=[CH:15][CH:14]=[CH:13][C:10]=2[C:11]#[N:12])(=[O:8])=[O:7])[CH2:5][CH2:4][CH2:3][CH2:2]1>CO.[Ni]>[N:1]1([S:6]([C:9]2[CH:16]=[CH:15][CH:14]=[CH:13][C:10]=2[CH2:11][NH2:12])(=[O:8])=[O:7])[CH2:2][CH2:3][CH2:4][CH2:5]1. Reactants: CCCCc1c(-c2ccccc2)nnc(Cl)c1CCl, CCCCCC, CC#N, CCOC(C)=O, Cl, [K+], [K+], O=C([O-])[O-], CCOc1cccc(CNCc2ccc3c(c2)OCCO3)c1. The product is CCCCc1c(-c2ccccc2)nnc(Cl)c1CN(Cc1cccc(OCC)c1)Cc1ccc2c(c1)OCCO2. Reaction SMILES: [CH2:30]([CH2:31][CH2:32][CH3:33])[c:34]1[c:35]([CH2:47][Cl:48])[c:36]([Cl:46])[n:37][n:38][c:39]1-[c:40]1[cH:41][cH:42][cH:43][cH:44][cH:45]1.[CH3:49][CH2:50][CH2:51][CH2:52][CH2:53][CH3:54].[CH3:55][C:56]#[N:57].[CH3:58][CH2:59][O:60][C:61]([CH3:62])=[O:63].[ClH:29].[K+:23].[K+:24].[O-:25][C:26]([O-:27])=[O:28].[O:1]1[CH2:2][CH2:3][O:4][c:5]2[c:6]1[cH:7][cH:8][c:9]([CH2:11][NH:12][CH2:13][c:14]1[cH:15][c:16]([O:20][CH2:21][CH3:22])[cH:17][cH:18][cH:19]1)[cH:10]2>>[O:1]1[CH2:2][CH2:3][O:4][c:5]2[c:6]1[cH:7][cH:8][c:9]([CH2:11][N:12]([CH2:13][c:14]1[cH:15][c:16]([O:20][CH2:21][CH3:22])[cH:17][cH:18][cH:19]1)[CH2:47][c:35]1[c:34]([CH2:30][CH2:31][CH2:32][CH3:33])[c:39](-[c:40]3[cH:41][cH:42][cH:43][cH:44][cH:45]3)[n:38][n:37][c:36]1[Cl:46])[cH:10]2.